Dataset: the Open Reaction Database (ORD), a public repository of structured organic reaction records. Task: describe an organic reaction: reactants, conditions, products, and yield Starting materials: O=C([O-])[O-], CI, CN(C)C=O, OC1CCC(NCc2ccc(Cl)cc2)CC1, [K+], [K+]. The product is CN(Cc1ccc(Cl)cc1)C1CCC(O)CC1. RXN SMILES: [C:17](=[O:18])([O-:19])[O-:20].[CH3:23][I:24].[CH3:25][N:26]([CH3:27])[CH:28]=[O:29].[Cl:1][c:2]1[cH:3][cH:4][c:5]([CH2:6][NH:7][CH:8]2[CH2:9][CH2:10][CH:11]([OH:14])[CH2:12][CH2:13]2)[cH:15][cH:16]1.[K+:21].[K+:22]>>[Cl:1][c:2]1[cH:3][cH:4][c:5]([CH2:6][N:7]([CH:8]2[CH2:9][CH2:10][CH:11]([OH:14])[CH2:12][CH2:13]2)[CH3:17])[cH:15][cH:16]1. Reactants: CC(C)(C)C(=O)Cl, CCN(C(C)C)C(C)C, ClCCl, Nc1c(Cl)cccc1CO. The product is CC(C)(C)C(=O)Nc1c(Cl)cccc1CO. Reaction SMILES: [CH3:11][C:12]([C:13](=[O:14])[Cl:15])([CH3:16])[CH3:17].[CH:18]([N:19]([CH2:20][CH3:21])[CH:22]([CH3:23])[CH3:24])([CH3:25])[CH3:26].[Cl:27][CH2:28][Cl:29].[NH2:1][c:2]1[c:3]([CH2:9][OH:10])[cH:4][cH:5][cH:6][c:7]1[Cl:8]>>[NH:1]([c:2]1[c:3]([CH2:9][OH:10])[cH:4][cH:5][cH:6][c:7]1[Cl:8])[C:13]([C:12]([CH3:11])([CH3:16])[CH3:17])=[O:14]. Starting materials: BrCC1CC1, CCOC(=O)C1SCCCS1, CCOC(=O)C(F)(F)CC1CC1. The product is CCOC(=O)C1(CC2CC2)SCCCS1. RXN SMILES: [Br:13][CH2:14][CH:15]1[CH2:16][CH2:17]1.[C:18]([CH:19]1[S:24][CH2:25][CH2:26][CH2:27][S:28]1)([O:20][CH2:21][CH3:22])=[O:23].[CH:1]1([CH2:4][C:5]([C:6](=[O:7])[O:8][CH2:9][CH3:10])([F:11])[F:12])[CH2:2][CH2:3]1>>[CH:1]1([CH2:4][C:5]2([C:6](=[O:7])[O:8][CH2:9][CH3:10])[S:24][CH2:25][CH2:26][CH2:27][S:28]2)[CH2:2][CH2:3]1. Reactants: S([O-])(O)(=O)=O.[K+] (potassium bisulfate), C(C)(C)(C)OC(=O)N[C@@H](C(=O)[O-])C1=CC=C(C=C1)Cl.C1(CCCCC1)[NH2+]C1CCCCC1 (dicyclohexylammonium (R)-t-butoxycarbonylamino-(4-chloro-phenyl)acetate), C[Si](C)(C)C=[N+]=[N-] (trimethylsilyldiazomethane). Run in CCOCC (ether), CCOCC (ether). Reaction conditions: time 10 minute. Product: COC([C@@H](C1=CC=C(C=C1)Cl)NC(=O)OC(C)(C)C)=O ((R)-t-butoxycarbonylamino-(4-chloro-phenyl)-acetic Acid Methyl Ester). Yield: 97.2%. Reaction SMILES: S(=O)(=O)(O)[O-].[K+].[C:7]([O:11][C:12]([NH:14][C@H:15]([C:19]1[CH:24]=[CH:23][C:22]([Cl:25])=[CH:21][CH:20]=1)[C:16]([O-:18])=[O:17])=[O:13])([CH3:10])([CH3:9])[CH3:8].[CH:26]1([NH2+]C2CCCCC2)CCCCC1.C[Si](C=[N+]=[N-])(C)C>CCOCC>[CH3:26][O:17][C:16](=[O:18])[C@H:15]([NH:14][C:12]([O:11][C:7]([CH3:10])([CH3:8])[CH3:9])=[O:13])[C:19]1[CH:24]=[CH:23][C:22]([Cl:25])=[CH:21][CH:20]=1 |f:0.1,2.3|. Procedure: A 0.5 N potassium bisulfate aqueous solution (7.9 mL) was added to a suspension of dicyclohexylammonium (R)-t-butoxycarbonylamino-(4-chloro-phenyl)acetate (605.6 mg, 1.30 mmol) in ether (16 mL), and the mixture was stirred for 10 minutes. Then, the aqueous layer was extracted with ether. The organic layer was washed with water and then brine, dried over anhydrous magnesium sulfate and then concentrated under reduced pressure. The resulting residue was dissolved in benzene (3.6 mL) and methanol (... Reactants: N#Cc1cnn(-c2c(Cl)cc(Cl)cc2Cl)c1N, [Na+], [OH-], O=S(=O)(O)O. RXN SMILES: [NH2:1][c:2]1[c:3]([C:16]#[N:17])[cH:4][n:5][n:6]1-[c:7]1[c:8]([Cl:15])[cH:9][c:10]([Cl:14])[cH:11][c:12]1[Cl:13].[Na+:19].[OH-:18].[S:20](=[O:21])(=[O:22])([OH:23])[OH:24]>>[NH2:1][c:2]1[c:3]([C:16]([NH2:17])=[O:18])[cH:4][n:5][n:6]1-[c:7]1[c:8]([Cl:15])[cH:9][c:10]([Cl:14])[cH:11][c:12]1[Cl:13]. Yields the product NC(=O)c1cnn(-c2c(Cl)cc(Cl)cc2Cl)c1N.